The task is: describe an organic reaction: reactants, conditions, products, and yield. This data is from the Open Reaction Database (ORD), a public repository of structured organic reaction records. Starting materials: [Si](C)(C)(C(C)(C)C)O[C@H](C)[C@H]1C(N([C@@H]1[C@H](C(=O)C1=CN2C(S1)=C(N=C2)C(=O)C=2C=NC=CC2)C)C(=P(C2=CC=CC=C2)(C2=CC=CC=C2)C2=CC=CC=C2)C(=O)OCC2=CC=C(C=C2)[N+](=O)[O-])=O ((3S,4R)-3-[(1R)-1-(t-butyldimethylsilyloxy)ethyl]-4-{(1R)-1-methyl-2-[7-(pyridin-3-yl)carbonylimidazo[5,1-b]thiazol-2-yl]-2-oxoethyl}-1-[4-nitrobenzyloxycarbonyl(triphenylphosphoranylidene)methyl]azetidin-2-one). The solvent is C1(=CC=CC=C1)C (toluene). Product: [Si](C)(C)(C(C)(C)C)O[C@H](C)[C@@H]1[C@@H]2N(C(=C([C@@H]2C)C2=CN3C(S2)=C(N=C3)C(=O)C=3C=NC=CC3)C(=O)OCC3=CC=C(C=C3)[N+](=O)[O-])C1=O ((4-nitrobenzyl) (1S,5R,6S)-6-[(1R)-1-(t-butyldimethylsilyloxy)ethyl]-2-[7-(pyridin-3-yl)carbonylimidazo[5,1-b]thiazol-2-yl]-1-methylcarbapen-2-em-3-carboxylate). The yield is 72.8%. RXN SMILES: [Si:1]([O:8][C@@H:9]([C@@H:11]1[C@@H:14]([C@@H:15]([CH3:34])[C:16]([C:18]2[S:22][C:21]3=[C:23]([C:26]([C:28]4[CH:29]=[N:30][CH:31]=[CH:32][CH:33]=4)=[O:27])[N:24]=[CH:25][N:20]3[CH:19]=2)=O)[N:13]([C:35]([C:55]([O:57][CH2:58][C:59]2[CH:64]=[CH:63][C:62]([N+:65]([O-:67])=[O:66])=[CH:61][CH:60]=2)=[O:56])=P(C2C=CC=CC=2)(C2C=CC=CC=2)C2C=CC=CC=2)[C:12]1=[O:68])[CH3:10])([C:4]([CH3:7])([CH3:6])[CH3:5])([CH3:3])[CH3:2]>C1(C)C=CC=CC=1>[Si:1]([O:8][C@@H:9]([C@H:11]1[C:12](=[O:68])[N:13]2[C:35]([C:55]([O:57][CH2:58][C:59]3[CH:64]=[CH:63][C:62]([N+:65]([O-:67])=[O:66])=[CH:61][CH:60]=3)=[O:56])=[C:16]([C:18]3[S:22][C:21]4=[C:23]([C:26]([C:28]5[CH:29]=[N:30][CH:31]=[CH:32][CH:33]=5)=[O:27])[N:24]=[CH:25][N:20]4[CH:19]=3)[C@H:15]([CH3:34])[C@H:14]12)[CH3:10])([C:4]([CH3:6])([CH3:5])[CH3:7])([CH3:2])[CH3:3]. Reported procedure: A solution of 54.6 mg of (3S,4R)-3-[(1R)-1-(t-butyldimethylsilyloxy)ethyl]-4-{(1R)-1-methyl-2-[7-(pyridin-3-yl)carbonylimidazo[5,1-b]thiazol-2-yl]-2-oxoethyl}-1-[4-nitrobenzyloxycarbonyl(triphenylphosphoranylidene)methyl]azetidin-2-one in 2 ml of toluene was heated under reflux for 2.5 hr. The solvent was removed by evaporation, and the residue was purified by thin layer chromatography (developed with 5% methanol/ethyl acetate) to give 28.3 mg of (4-nitrobenzyl) (1S,5R,6S)-6-[(1R)-1-(t-butyldime... Product: ClC1=C(COC(NC=2C=NN(C2)CC=2OC(=CC2)C(C(C)C)=O)=O)C=CC=C1 ([1-(5-Isobutyryl-furan-2-ylmethyl)-1H-pyrazol-4-yl]-carbamic acid 2-chloro-benzyl ester). Reaction SMILES: [Cl:1][C:2]1[CH:25]=[CH:24][CH:23]=[CH:22][C:3]=1[CH2:4][O:5][C:6](=[O:21])[NH:7][C:8]1[CH:9]=[N:10][N:11]([CH2:13][C:14]2[O:15][C:16]([CH:19]=[O:20])=[CH:17][CH:18]=2)[CH:12]=1.[CH:26]([Mg]Br)([CH3:28])[CH3:27]>>[Cl:1][C:2]1[CH:25]=[CH:24][CH:23]=[CH:22][C:3]=1[CH2:4][O:5][C:6](=[O:21])[NH:7][C:8]1[CH:9]=[N:10][N:11]([CH2:13][C:14]2[O:15][C:16]([C:19](=[O:20])[CH:26]([CH3:28])[CH3:27])=[CH:17][CH:18]=2)[CH:12]=1. Starting materials: ClC1=C(COC(NC=2C=NN(C2)CC=2OC(=CC2)C=O)=O)C=CC=C1 ([1-(5-formyl-furan-2-ylmethyl)-1H-pyrazol-4-yl]-carbamic acid 2-chloro-benzyl ester), C(C)(C)[Mg]Br (isopropylmagnesium bromide). Procedure: Following general procedures G and H, starting from [1-(5-formyl-furan-2-ylmethyl)-1H-pyrazol-4-yl]-carbamic acid 2-chloro-benzyl ester and isopropylmagnesium bromide. The reactants are CCOC(CBr)OCC, COC1CCCC1, CS(C)=O, Cl, O=c1ccc2ncc(F)cc2[nH]1, [K+], [K+], [K+], O, O=P([O-])([O-])[O-]. RXN SMILES: [Br:21][CH2:22][CH:23]([O:24][CH2:25][CH3:26])[O:27][CH2:28][CH3:29].[CH3:30][O:31][CH:32]1[CH2:33][CH2:34][CH2:35][CH2:36]1.[CH3:38][S:39](=[O:40])[CH3:41].[ClH:37].[F:1][c:2]1[cH:3][n:4][c:5]2[cH:6][cH:7][c:8](=[O:12])[nH:9][c:10]2[cH:11]1.[K+:18].[K+:19].[K+:20].[OH2:42].[P:13]([O-:14])([O-:15])([O-:16])=[O:17]>>[F:1][c:2]1[cH:3][n:4][c:5]2[cH:6][cH:7][c:8](=[O:12])[n:9]([CH2:22][CH:23]([O:24][CH2:25][CH3:26])[O:27][CH2:28][CH3:29])[c:10]2[cH:11]1. The product is CCOC(Cn1c(=O)ccc2ncc(F)cc21)OCC. Starting materials: O (water), BrC=1C=CC=2NC3=CC=C(C=C3C2C1)Br (3,6-dibromocarbazole), [H-].[Na+] (sodium hydride), C(C1=CC=CC=C1)Br (Benzylbromide). Solvent: C1CCOC1 (THF). Reaction conditions: time 30 minute. Product: C(C1=CC=CC=C1)N1C2=CC=C(C=C2C=2C=C(C=CC12)Br)Br (N-benzyl-3,6-dibromocarbazole). Yield: 61.0%. RXN SMILES: [Br:1][C:2]1[CH:3]=[CH:4][C:5]2[NH:6][C:7]3[C:12]([C:13]=2[CH:14]=1)=[CH:11][C:10]([Br:15])=[CH:9][CH:8]=3.[H-].[Na+].[CH2:18](Br)[C:19]1[CH:24]=[CH:23][CH:22]=[CH:21][CH:20]=1.O>C1COCC1>[CH2:18]([N:6]1[C:5]2[CH:4]=[CH:3][C:2]([Br:1])=[CH:14][C:13]=2[C:12]2[C:7]1=[CH:8][CH:9]=[C:10]([Br:15])[CH:11]=2)[C:19]1[CH:24]=[CH:23][CH:22]=[CH:21][CH:20]=1 |f:1.2|. Procedure details: Under a nitrogen atmosphere, 3,6-dibromocarbazole (9.75 g, 30 mmol) was slowly added to a suspension of sodium hydride (45 mmol) in dried THF (100 mL), and then stirred for 30 minutes at room temperature. Benzylbromide (6.72 g, 40 mmol) was dropped into the reaction mixture to be stirred for 20 hours. After addition of water (about 100 mL), a precipitated solid was filtrated, and the filtrate (residuum of the filtration) was washed with an aqueous sodium hydrogencarbonate solution, and then was ... Reactants: OC1=C2CC(C(C2=C(C=C1C)C)(C)C)C (4-hydroxy-1,1,2,5,7-pentamethyl-indane), CN=C=O (methyl isocyanate). Reagents/catalysts: C(C)N(CC)CC (triethylamine). The solvent is ligroin, O (water). Conditions: temperature 70 celsius. Product: CC1(C(CC2=C(C(=CC(=C12)C)C)OC(NC)=O)C)C (N-methyl-carbamic acid 1,1,2,5,7-pentamethylindan-4-yl ester). Isolated yield 63.7%. RXN SMILES: [OH:1][C:2]1[C:10]([CH3:11])=[CH:9][C:8]([CH3:12])=[C:7]2[C:3]=1[CH2:4][CH:5]([CH3:15])[C:6]2([CH3:14])[CH3:13].[CH3:16][N:17]=[C:18]=[O:19]>C(N(CC)CC)C.O>[CH3:13][C:6]1([CH3:14])[C:7]2[C:3](=[C:2]([O:1][C:18](=[O:19])[NH:17][CH3:16])[C:10]([CH3:11])=[CH:9][C:8]=2[CH3:12])[CH2:4][CH:5]1[CH3:15]. Procedure: 34 g of 4-hydroxy-1,1,2,5,7-pentamethyl-indane, 14.3 g of methyl isocyanate and a few drops of triethylamine were dissolved in 102 ml of ligroin and the solution was stirred under slight reflux (about 70° C.) overnight. After cooling to 30° C., the mixture was stirred with 40 ml of water and the colorless crystals were filtered off and dried. Recrystallization from ligroin and toluene gave 27.7 g of N-methyl-carbamic acid 1,1,2,5,7-pentamethylindan-4-yl ester of melting point 130.5°-131° C.